From a dataset of the Open Reaction Database (ORD), a public repository of structured organic reaction records. describe an organic reaction: reactants, conditions, products, and yield Starting materials: C(C)N(CCCC(O)C1=CC=C(C=C1)NS(=O)(=O)C)CCCCCC(C)(C)OC(C)=O (N-(4-(4-(Ethyl(6-acetoxy-6-methylheptyl)amino)-1-hydroxybutyl)phenyl)methanesulfonamide), C(=O)([O-])[O-].[K+].[K+] (K2CO3). Run in CO (methanol), O (water). Conditions: time 42.5 hour. The product is C(C)N(CCCC(O)C1=CC=C(C=C1)NS(=O)(=O)C)CCCCCC(C)(C)O (N-(4-(4-(Ethyl(6-hydroxy-6-methylheptyl)amino)-1-hydroxybutyl)phenyl)methanesulfonamide). Yield: 89.6%. As a reaction SMILES: [CH2:1]([N:3]([CH2:20][CH2:21][CH2:22][CH2:23][CH2:24][C:25]([O:28]C(=O)C)([CH3:27])[CH3:26])[CH2:4][CH2:5][CH2:6][CH:7]([C:9]1[CH:14]=[CH:13][C:12]([NH:15][S:16]([CH3:19])(=[O:18])=[O:17])=[CH:11][CH:10]=1)[OH:8])[CH3:2].C([O-])([O-])=O.[K+].[K+]>CO.O>[CH2:1]([N:3]([CH2:20][CH2:21][CH2:22][CH2:23][CH2:24][C:25]([OH:28])([CH3:27])[CH3:26])[CH2:4][CH2:5][CH2:6][CH:7]([C:9]1[CH:14]=[CH:13][C:12]([NH:15][S:16]([CH3:19])(=[O:17])=[O:18])=[CH:11][CH:10]=1)[OH:8])[CH3:2] |f:1.2.3|. Procedure: A stirred solution of the product from Example 13 (1.35 g, 0.00296 mol) in methanol (80 ml) was treated with a solution of K2CO3 (2.04 g, 0.0148 mol) in water (5.9 ml) and the mixture was refluxed for 21.5 hours. It was kept at ambient temperature for 42.5 hours and concentrated to an aqueous residue which was mixed with water (10 ml) and CH2Cl2, acidified to pH 8.5-9 with 6 NHCl, saturated with NaCl and extracted with CH2Cl2. The extract was dried (MgSO4), concentrated and the residue chromatog... Starting materials: BrC1=C(SC(=C1)C)C=O (3-bromo-5-methyl-2-thiophenecarboxaldehyde), NOS(=O)(=O)O (hydroxylamine-O-sulfonic acid). The solvent is O (water). Reaction conditions: temperature 50 celsius. Product: BrC1=C(SC(=C1)C)C#N (3-Bromo-5-methyl-2-thiophenecarbonitrile). Isolated yield 83.2%. As a reaction SMILES: [Br:1][C:2]1[CH:6]=[C:5]([CH3:7])[S:4][C:3]=1[CH:8]=O.[NH2:10]OS(O)(=O)=O>O>[Br:1][C:2]1[CH:6]=[C:5]([CH3:7])[S:4][C:3]=1[C:8]#[N:10]. Procedure details: To a suspension of 3-bromo-5-methyl-2-thiophenecarboxaldehyde (500 mg) in water (10 ml) was added hydroxylamine-O-sulfonic acid (330 mg). The mixture was heated to 50° C. for 12 h and allowed to cool. The mixture was then extracted with ethyl acetate (3×50 ml). The combined organic layers were washed (brine), dried (MgSO4), filtered and evaporated to leave the sub-title compound (410 mg) as a brown solid. The reactants are N1C=NC=C1 (imidazole), ClC=1N=C(C2=C(N1)SC(=C2Cl)C)NCC2=CC(=C(C=C2)OC)Cl (2,5-dichloro-6-methyl-4-(3-chloro-4-methoxybenzylamino)-thieno-[2,3-d]-pyrimidine). The product is N1(C=NC=C1)C=1N=C(C2=C(N1)SC(=C2Cl)C)NCC2=CC(=C(C=C2)OC)Cl (2-(imidazol-1-yl)-5-chloro-6-methyl-4-(3-chloro-4-methoxybenzylamino)-thieno-[2,3-d]-pyrimidine). Reaction SMILES: [NH:1]1[CH:5]=[CH:4][N:3]=[CH:2]1.Cl[C:7]1[N:8]=[C:9]([NH:18][CH2:19][C:20]2[CH:25]=[CH:24][C:23]([O:26][CH3:27])=[C:22]([Cl:28])[CH:21]=2)[C:10]2[C:15]([Cl:16])=[C:14]([CH3:17])[S:13][C:11]=2[N:12]=1>>[N:1]1([C:7]2[N:8]=[C:9]([NH:18][CH2:19][C:20]3[CH:25]=[CH:24][C:23]([O:26][CH3:27])=[C:22]([Cl:28])[CH:21]=3)[C:10]3[C:15]([Cl:16])=[C:14]([CH3:17])[S:13][C:11]=3[N:12]=2)[CH:5]=[CH:4][N:3]=[CH:2]1. Procedure details: Following the procedure of Example 97, the reaction of imidazole with 2,5-dichloro-6-methyl-4-(3-chloro-4-methoxybenzylamino)-thieno-[2,3-d]-pyrimidine gives 2-(imidazol-1-yl)-5-chloro-6-methyl-4-(3-chloro-4-methoxybenzylamino)-thieno-[2,3-d]-pyrimidine. The reactants are C(C)C(C(=O)N)CCC (2-ethyl valeramide), ClO (hypochlorous acid). Solvent: C(C)(=O)OCC (ethyl acetate). Conditions: time 0.5 hour. The product is ClNC(C(CCC)C)=O (N-chloro-2-methyl valeramide). The yield is 76.7%. As a reaction SMILES: [CH2:1]([CH:3]([CH2:7][CH2:8][CH3:9])[C:4]([NH2:6])=[O:5])C.[Cl:10]O>C(OCC)(=O)C>[Cl:10][NH:6][C:4](=[O:5])[CH:3]([CH3:1])[CH2:7][CH2:8][CH3:9]. Procedure: A stirred suspension of 2-ethyl valeramide (33.0 g, 286 mmol) in 220 ml of ethyl acetate was cooled to 0° and hypochlorous acid (55.25 g of 27.67% solution, 291 mmol) was added over 15 minutes. The cooling bath was removed and stirring continued for 1/2 hour. The organic phase was collected and dried (MgSO4) and the solvent was removed on a rotary evaporator to yield 32.8 g of N-chloro-2-methyl valeramide as a clear yellow liquid. The reactants are P(O)(O)(O)=O (phosphoric acid), [O-]Cl=O.[Na+] (NaClO2), C(OC\C(=C(/CO)\C1=CC=CC=C1)\C1=CC=C(C=C1)S(=O)(=O)C)(OCCCCCCO[N+](=O)[O-])=O ((2Z)-4-hydroxy-2-[4-(methylsulfonyl)phenyl]-3-phenylbut-2-en-1-yl 6-(nitrooxy)hexyl carbonate), CC(=O)OI1(C=2C=CC=CC2C(=O)O1)(OC(=O)C)OC(=O)C (Dess-Martin reagent), CC(C)=CC (2-methyl-2-butene). Procedure details: A solution of 4.5 g of (2Z)-4-hydroxy-2-[4-(methylsulfonyl)phenyl]-3-phenylbut-2-en-1-yl 6-(nitrooxy)hexyl carbonate in 100 mL of dichloromethane was treated with 4.5 g of Dess-Martin reagent at 25° C. for 75 min. The reaction was quenched by 1 mL of water, and stirred at RT for 30 min. Then the mixture was filtered through a pad of silica gel and evaporated. The crude thus obtained was dissolved in a solvent mixture of THF and t-BuOH (100 mL/100 mL). To the resulting solution was added 5.3 mL o... Solvent: C1CCOC1 (THF), CC(C)(C)O (t-BuOH), ClCCl (dichloromethane). Product: CS(=O)(=O)C1=CC=C(C=C1)/C(=C(/C(=O)O)\C1=CC=CC=C1)/COC(=O)OCCCCCCO[N+](=O)[O-] ((2Z)-3-[4-(methylsulfonyl)phenyl]-4-[({[6-(nitrooxy)hexyl]oxy}carbonyl)oxy]-2-phenylbut-2-enoic acid). RXN SMILES: [C:1](=[O:35])([O:24][CH2:25][CH2:26][CH2:27][CH2:28][CH2:29][CH2:30][O:31][N+:32]([O-:34])=[O:33])[O:2][CH2:3]/[C:4](/[C:14]1[CH:19]=[CH:18][C:17]([S:20]([CH3:23])(=[O:22])=[O:21])=[CH:16][CH:15]=1)=[C:5](/[C:8]1[CH:13]=[CH:12][CH:11]=[CH:10][CH:9]=1)\[CH2:6][OH:7].CC(OI1(OC(C)=O)(OC(C)=O)OC(=O)C2C=CC=CC1=2)=[O:38].CC(=CC)C.P(=O)(O)(O)O.[O-]Cl=O.[Na+]>ClCCl.C1COCC1.CC(O)(C)C>[CH3:23][S:20]([C:17]1[CH:18]=[CH:19][C:14](/[C:4](/[CH2:3][O:2][C:1]([O:24][CH2:25][CH2:26][CH2:27][CH2:28][CH2:29][CH2:30][O:31][N+:32]([O-:34])=[O:33])=[O:35])=[C:5](\[C:8]2[CH:9]=[CH:10][CH:11]=[CH:12][CH:13]=2)/[C:6]([OH:38])=[O:7])=[CH:15][CH:16]=1)(=[O:21])=[O:22] |f:4.5|. Conditions: time 30 minute. Run in CO (methanol), CO (methanol). As a reaction SMILES: [F:1][C:2]1[CH:7]=[CH:6][C:5]([CH:8]2[CH2:13][CH2:12][N:11](C(OC(C)(C)C)=O)[CH2:10][CH:9]2[O:21][CH2:22][C:23]2[CH:28]=[CH:27][C:26]([O:29][CH3:30])=[CH:25][CH:24]=2)=[CH:4][CH:3]=1.Cl>CO>[F:1][C:2]1[CH:3]=[CH:4][C:5]([CH:8]2[CH2:13][CH2:12][NH:11][CH2:10][CH:9]2[O:21][CH2:22][C:23]2[CH:24]=[CH:25][C:26]([O:29][CH3:30])=[CH:27][CH:28]=2)=[CH:6][CH:7]=1. Product: FC1=CC=C(C=C1)C1C(CNCC1)OCC1=CC=C(C=C1)OC ((3RS,4RS)-4-(4-fluorophenyl)-3-(4-methoxy-benzyloxy)-piperidine). Reaction conditions: temperature 50 celsius, time 4 hour. Isolated yield 77.7%. Reactants: solution, Cl (hydrogen chloride), FC1=CC=C(C=C1)C1C(CN(CC1)C(=O)OC(C)(C)C)OCC1=CC=C(C=C1)OC (tert-butyl (3RS,4RS)-4-(4-fluorophenyl)-3-(4-methoxy-benzyloxy)-piperidine-1-carboxylate). Reported procedure: 130 mg (0.31 mmol) of tert-butyl (3RS,4RS)-4-(4-fluorophenyl)-3-(4-methoxy-benzyloxy)-piperidine-1-carboxylate were dissolved in 5 ml of methanol, treated with 5 ml of a 2 N solution of hydrogen chloride in methanol and stirred at 50° C. for 4 hours. Subsequently, the mixture was partitioned between ethyl acetate and aqueous 5% sodium hydrogen carbonate solution, the organic phase was dried over magnesium sulphate and finally the solvent was distilled off under reduced pressure. For purification... Reactants: C(C)OC([C@@H](N(CCCC)C1=CC=C(C=C1)SC)C)=O (N-(4-Methylthiophenyl)-N-(n-butyl)alanine ethyl ester), [OH-].[Na+] (Sodium hydroxide). Solvent: CO (methanol), CO (methanol), O (water), O (water). Reaction conditions: time 18 hour. Yields the product [Na+].CSC1=CC=C(C=C1)N([C@@H](C)C(=O)[O-])CCCC (N-(4-Methylthiophenyl)-N-(n-butyl)alanine sodium salt). Reaction SMILES: C([O:3][C:4](=[O:20])[C@H:5]([CH3:19])[N:6]([C:11]1[CH:16]=[CH:15][C:14]([S:17][CH3:18])=[CH:13][CH:12]=1)[CH2:7][CH2:8][CH2:9][CH3:10])C.[OH-].[Na+:22]>CO.O>[Na+:22].[CH3:18][S:17][C:14]1[CH:13]=[CH:12][C:11]([N:6]([CH2:7][CH2:8][CH2:9][CH3:10])[C@H:5]([C:4]([O-:20])=[O:3])[CH3:19])=[CH:16][CH:15]=1 |f:1.2,5.6|. Procedure: N-(4-Methylthiophenyl)-N-(n-butyl)alanine ethyl ester (3.0 g, 10.1 mmol) was dissolved in 50 mL methanol and 5 mL of water was added. Sodium hydroxide (0.41 g, 10.1 mmol) was dissolved in a minimum amount of water, and added to the aqueous methanol solution. The mixture was stirred 18 h at room temperature, and then the solvent was removed at reduced pressure. The resulting white solid was used without purification.